This data is from the Open Reaction Database (ORD), a public repository of structured organic reaction records. The task is: describe an organic reaction: reactants, conditions, products, and yield Reactants: ClC1=C(C(C=O)=CC(=C1)Cl)O (3,5-dichlorosalicylaldehyde), C([C@@H](O)[C@H](O)C(=O)O)(=O)O (D-(−)-tartaric acid), NC1C(N(C2=C(C=CC=C2C1)N1C(CCC1)=O)CC1=CSC=C1)=O (3-Amino-8-(2-oxopyrrolidin-1-yl)-1-(thiophen-3-ylmethyl)-3,4-dihydroquinolin-2(1H)-one). Run in CO (methanol). Conditions: temperature 60 celsius, time 11 hour. Product: C(=O)(O)[C@@H](O)[C@H](O)C(=O)O.NC1C(N(C2=C(C=CC=C2C1)N1C(CCC1)=O)CC1=CSC=C1)=O (3-amino-8-(2-oxopyrrolidin-1-yl)-1-(thiophen-3-ylmethyl)-3,4-dihydroquinolin-2(1H)-one D-(−)-tartrate). The yield is 60.8%. RXN SMILES: [NH2:1][CH:2]1[CH2:11][C:10]2[C:5](=[C:6]([N:12]3[CH2:16][CH2:15][CH2:14][C:13]3=[O:17])[CH:7]=[CH:8][CH:9]=2)[N:4]([CH2:18][C:19]2[CH:23]=[CH:22][S:21][CH:20]=2)[C:3]1=[O:24].ClC1C=C(Cl)C=C(C=O)C=1O.[C:36]([OH:45])(=[O:44])[C@H:37]([C@@H:39]([C:41]([OH:43])=[O:42])[OH:40])[OH:38]>CO>[C:41]([C@H:39]([C@@H:37]([C:36]([OH:45])=[O:44])[OH:38])[OH:40])([OH:43])=[O:42].[NH2:1][CH:2]1[CH2:11][C:10]2[C:5](=[C:6]([N:12]3[CH2:16][CH2:15][CH2:14][C:13]3=[O:17])[CH:7]=[CH:8][CH:9]=2)[N:4]([CH2:18][C:19]2[CH:23]=[CH:22][S:21][CH:20]=2)[C:3]1=[O:24] |f:4.5|. Procedure: 3-Amino-8-(2-oxopyrrolidin-1-yl)-1-(thiophen-3-ylmethyl)-3,4-dihydroquinolin-2(1H)-one (418 g) was dissolved in methanol (3.1 L), and 3,5-dichlorosalicylaldehyde (17.2 g) and D-(−)-tartaric acid (136 g) were added thereto, followed by stirring at 60° C. for 11 hours. The reaction mixture was left to stand to cool, and the formed precipitates were recovered through filtration. The thus-obtained solid was washed with methanol and dried, whereby the title compound (271 g) (97.8% ee) was yielded as ... Procedure details: Prepared analogously to Example 25d from 1-Methyl-2-[N-(3-cyanopyridin-6-yl)aminomethyl]benzimidazol-5-yl-carboxylic acid-N-(2-pyridyl)-N-(2-ethoxycarbonylethyl)amide and ethanolic hydrochloric acid, ethanol, and ammonium carbonate. Yield: 38% of theory, C28H28N8O3 (500.6); mass spectrum: (M+H)+=501. RXN SMILES: [N:1]1[CH:6]=[CH:5][CH:4]=[CH:3][C:2]=1[N:7]([CH2:30][CH2:31][C:32]([O:34][CH2:35][CH3:36])=[O:33])[C:8]([C:10]1[CH:29]=[CH:28][C:13]2[N:14]([CH3:27])[C:15]([CH2:17][NH:18][C:19]3[N:24]=[CH:23][C:22]([C:25]#[N:26])=[CH:21][CH:20]=3)=[N:16][C:12]=2[CH:11]=1)=[O:9].[ClH:37].C(=O)([O-])[O-].[NH4+:42].[NH4+]>C(O)C>[ClH:37].[N:1]1[CH:6]=[CH:5][CH:4]=[CH:3][C:2]=1[N:7]([CH2:30][CH2:31][C:32]([O:34][CH2:35][CH3:36])=[O:33])[C:8]([C:10]1[CH:29]=[CH:28][C:13]2[N:14]([CH3:27])[C:15]([CH2:17][NH:18][C:19]3[N:24]=[CH:23][C:22]([C:25](=[NH:42])[NH2:26])=[CH:21][CH:20]=3)=[N:16][C:12]=2[CH:11]=1)=[O:9] |f:2.3.4,6.7|. Run in C(C)O (ethanol). The product is Cl.N1=C(C=CC=C1)N(C(=O)C1=CC2=C(N(C(=N2)CNC2=CC=C(C=N2)C(N)=N)C)C=C1)CCC(=O)OCC (1-Methyl-2-[N-(3-amidinopyridin-6-yl)aminomethyl]benzimidazol-5-yl-carboxylic acid-N-(2-pyridyl)-N-(2-ethoxycarbonylethyl)amide hydrochloride). Reactants: C28H28N8O3, N1=C(C=CC=C1)N(C(=O)C1=CC2=C(N(C(=N2)CNC2=CC=C(C=N2)C#N)C)C=C1)CCC(=O)OCC (1-Methyl-2-[N-(3-cyanopyridin-6-yl)aminomethyl]benzimidazol-5-yl-carboxylic acid-N-(2-pyridyl)-N-(2-ethoxycarbonylethyl)amide), Cl (hydrochloric acid), C([O-])([O-])=O.[NH4+].[NH4+] (ammonium carbonate). Starting materials: FC1(CCC(CC1)CC1=C(N=C2N1C=C(C(=C2)C#N)I)C(F)(F)F)F (3-(4,4-Difluorocyclohexylmethyl)-6-iodo-2-trifluoromethylimidazo[1,2-a]pyridine-7-carbonitrile), CC1(OB(OC1(C)C)C=C)C (4,4,5,5-tetramethyl-2-vinyl-1,3,2-dioxaborolane). The reagents and catalysts are C=1C=CC(=CC1)[P](C=2C=CC=CC2)(C=3C=CC=CC3)[Pd]([P](C=4C=CC=CC4)(C=5C=CC=CC5)C=6C=CC=CC6)([P](C=7C=CC=CC7)(C=8C=CC=CC8)C=9C=CC=CC9)[P](C=1C=CC=CC1)(C=1C=CC=CC1)C=1C=CC=CC1 (tetrakis(triphenylphosphine)palladium(0)). Solvent: 1,2-dichloromethane, O (water). Reaction conditions: temperature 60 celsius, time 1 hour. Yields the product FC1(CCC(CC1)CC1=C(N=C2N1C=C(C(=C2)C#N)C=C)C(F)(F)F)F (3-(4,4-difluorocyclohexylmethyl)-2-trifluoromethyl-6-vinylimidazo[1,2-a]pyridine-7-carbonitrile). Isolated yield 69.3%. RXN SMILES: [F:1][C:2]1([F:25])[CH2:7][CH2:6][CH:5]([CH2:8][C:9]2[N:13]3[CH:14]=[C:15](I)[C:16]([C:18]#[N:19])=[CH:17][C:12]3=[N:11][C:10]=2[C:21]([F:24])([F:23])[F:22])[CH2:4][CH2:3]1.[CH3:26][C:27]1(C)C(C)(C)OB(C=C)O1>C1C=CC([P]([Pd]([P](C2C=CC=CC=2)(C2C=CC=CC=2)C2C=CC=CC=2)([P](C2C=CC=CC=2)(C2C=CC=CC=2)C2C=CC=CC=2)[P](C2C=CC=CC=2)(C2C=CC=CC=2)C2C=CC=CC=2)(C2C=CC=CC=2)C2C=CC=CC=2)=CC=1.O>[F:1][C:2]1([F:25])[CH2:7][CH2:6][CH:5]([CH2:8][C:9]2[N:13]3[CH:14]=[C:15]([CH:26]=[CH2:27])[C:16]([C:18]#[N:19])=[CH:17][C:12]3=[N:11][C:10]=2[C:21]([F:24])([F:23])[F:22])[CH2:4][CH2:3]1 |^1:40,42,61,80|. Procedure details: 3-(4,4-Difluorocyclohexylmethyl)-6-iodo-2-trifluoromethylimidazo[1,2-a]pyridine-7-carbonitrile (20.0 mg, 0.0430 mmol) obtained in step 2 was dissolved in 1,2-dichloromethane (0.60 mL), and the solution was stirred at 60° C. for 1 hour after adding 4,4,5,5-tetramethyl-2-vinyl-1,3,2-dioxaborolane (24.0 mg, 0.153 mmol), tetrakis(triphenylphosphine)palladium(0) (4.93 mg, 0.00426 mmol), and water (0.2 mL). The reaction mixture was filtered through Celite (registered trademark), and the solvent was ev... Reactants: NC1=CC=2CC3=C(NC(C=4N3C=CN4)=O)C2C=C1 (8-amino-5H,10H-imidazo[1,2-a]indeno[1,2-e]pyrazine-4-one), N(=C=O)CC(=O)OCC (ethyl 2-isocyanatoacetate). Run in CN(C=O)C (dimethylformamide). The product is C(C)OC(=O)CNC(NC1=CC=2CC3=C(NC(C=4N3C=CN4)=O)C2C=C1)=O (8-(3-ethoxycarbonylmethylureido)-5H,10H-imidazo[1,2-a]indeno[1,2-e]pyrazine-4-one). RXN SMILES: [NH2:1][C:2]1[CH:18]=[CH:17][C:16]2[C:7]3[NH:8][C:9](=[O:15])[C:10]4[N:11]([CH:12]=[CH:13][N:14]=4)[C:6]=3[CH2:5][C:4]=2[CH:3]=1.[N:19]([CH2:22][C:23]([O:25][CH2:26][CH3:27])=[O:24])=[C:20]=[O:21]>CN(C)C=O>[CH2:26]([O:25][C:23]([CH2:22][NH:19][C:20](=[O:21])[NH:1][C:2]1[CH:18]=[CH:17][C:16]2[C:7]3[NH:8][C:9](=[O:15])[C:10]4[N:11]([CH:12]=[CH:13][N:14]=4)[C:6]=3[CH2:5][C:4]=2[CH:3]=1)=[O:24])[CH3:27]. Procedure details: The preparation is carried out as in Example 7, from 3 g of 8-amino-5H,10H-imidazo[1,2-a]indeno[1,2-e]pyrazine-4-one and 2 times 2.8 ml of ethyl 2-isocyanatoacetate in 170 ml of dimethylformamide. The insoluble material thus obtained is filtered and recrystallized from dimethylformamide. After filtration, washing with water and drying under reduced pressure (1 mm Hg, 0.13 kPa) at 60° C., there are obtained 2.6 g of 8-(3-ethoxycarbonylmethylureido)-5H,10H-imidazo[1,2-a]indeno[1,2-e]pyrazine-4-one... Reactants: C(=O)([O-])[O-].[K+].[K+] (K2CO3), C(C)OC=1C=C(C=O)C=CC1C (3-ethoxy-4-methyl-benzaldehyde), C(C)OC=1C=C(C=O)C=CC1C (3-ethoxy-4-methyl-benzaldehyde), ClC1=C(C=O)C=C(C=C1O)O (2-chloro-3,5-dihydroxy benzaldehyde), ICC (iodoethane). The solvent is CN(C)C=O (DMF). The product is ClC1=C(C=O)C=C(C=C1OCC)OCC (2-Chloro-3,5-diethoxy-benzaldehyde). RXN SMILES: [CH2:1](OC1C=C(C=CC=1C)C=O)[CH3:2].[Cl:13][C:14]1[C:21]([OH:22])=[CH:20][C:19]([OH:23])=[CH:18][C:15]=1[CH:16]=[O:17].I[CH2:25][CH3:26].C([O-])([O-])=O.[K+].[K+]>CN(C=O)C>[Cl:13][C:14]1[C:21]([O:22][CH2:1][CH3:2])=[CH:20][C:19]([O:23][CH2:25][CH3:26])=[CH:18][C:15]=1[CH:16]=[O:17] |f:3.4.5|. Procedure details: The title compound was prepared analogously to 3-ethoxy-4-methyl-benzaldehyde (intermediate D10, vide infra) by reaction of 2-chloro-3,5-dihydroxy benzaldehyde with iodoethane in DMF using K2CO3 as base. MS (ISP): 229.3 [M+H]+. The reactants are CC1=NOC(=C1)C=1C(NC2=CC=C(C=C2C1C1=CC=CC=C1)C=C)=O (3-(3-methyl-isoxazol-5-yl)-4-phenyl-6-vinyl-1H-quinolin-2-one), S(=O)([O-])[O-].[Na+].[Na+] (Sodium sulfite), C(C)(C)(C)O (tert-butanol). Reaction conditions: time 8 hour. Product: OC(CO)C=1C=C2C(=C(C(NC2=CC1)=O)C1=CC(=NO1)C)C1=CC=CC=C1 (6-(1.2-Dihydroxy-ethyl)-3-(3-methyl-isoxazol-5-yl)-4-phenyl-1H-quinolin-2-one). Isolated yield 100.0%. Reaction SMILES: [CH3:1][C:2]1[CH:6]=[C:5]([C:7]2[C:8](=[O:25])[NH:9][C:10]3[C:15]([C:16]=2[C:17]2[CH:22]=[CH:21][CH:20]=[CH:19][CH:18]=2)=[CH:14]C(C=C)=[CH:12][CH:11]=3)[O:4][N:3]=1.S([O-])([O-])=[O:27].[Na+].[Na+].[C:32]([OH:36])([CH3:35])([CH3:34])C>>[OH:36][CH:32]([C:35]1[CH:14]=[C:15]2[C:10](=[CH:11][CH:12]=1)[NH:9][C:8](=[O:25])[C:7]([C:5]1[O:4][N:3]=[C:2]([CH3:1])[CH:6]=1)=[C:16]2[C:17]1[CH:22]=[CH:21][CH:20]=[CH:19][CH:18]=1)[CH2:34][OH:27] |f:1.2.3|. Reported procedure: AD-mix β was dissolved in 50% aq. tert-butanol (10 mL) followed by 3-(3-methyl-isoxazol-5-yl)-4-phenyl-6-vinyl-1H-quinolin-2-one (d) (60 mg, 0.18 mmol) and the resulting mixture was stirred at room temperature overnight. Sodium sulfite (0.3 g) was added and stirring was continued until the solution cleared. The mixture was extracted with ethyl acetate (1×20 mL, 2×10 mL) and the combined organic layers were dried (MgSO4), filtered, and concentrated. The residue was purified by flash chromatograph... The reactants are C1=CC=CC2=CC=CC=C12 (Naphthalene), Zn2+ montmorillonite, C(Cl)(Cl)(Cl)Cl (CCl4), [N+](=O)(O)[O-] (nitric acid). Run in O (water). The product is [N+](=O)([O-])C1=CC=CC2=CC=CC=C12 (1-nitronaphthalene). The yield is 74.0%. As a reaction SMILES: [CH:1]1[C:10]2[C:5](=[CH:6][CH:7]=[CH:8][CH:9]=2)[CH:4]=[CH:3][CH:2]=1.C(Cl)(Cl)(Cl)Cl.[N+:16]([O-])([OH:18])=[O:17]>O>[N+:16]([C:9]1[C:10]2[C:5](=[CH:4][CH:3]=[CH:2][CH:1]=2)[CH:6]=[CH:7][CH:8]=1)([O-:18])=[O:17]. Procedure details: Naphthalene (13.62 g), Zn2+ montmorillonite (0.25 g) and CCl4 were stirred in 50 ml two-necked round-bottomed flask equipped with Dean-Stark apparatus. Fuming nitric acid (5 ml) was added dropwise into the reaction mixture. The reaction mixture was heated to reflux where upon the required amount of liberated water is collected in the Dean-Stark apparatus which usually takes 1 hr. Later on, the catalyst was filtered and the organic layer is concentrated to obtain 1-nitronaphthalene. Reactants: O=C([O-])[O-], COC(=O)C(C)Cl, Cc1c(Cc2ccc(-n3cccn3)cc2)c(C2CC2)nc2c(F)ccc(O)c12, [K+], [K+], O. Yields the product COC(=O)C(C)Oc1ccc(F)c2nc(C3CC3)c(Cc3ccc(-n4cccn4)cc3)c(C)c12. As a reaction SMILES: [C:29](=[O:30])([O-:31])[O-:32].[CH3:35][O:36][C:37]([CH:38]([CH3:39])[Cl:40])=[O:41].[CH:1]1([c:4]2[n:5][c:6]3[c:7]([F:28])[cH:8][cH:9][c:10]([OH:27])[c:11]3[c:12]([CH3:26])[c:13]2[CH2:14][c:15]2[cH:16][cH:17][c:18](-[n:21]3[n:22][cH:23][cH:24][cH:25]3)[cH:19][cH:20]2)[CH2:2][CH2:3]1.[K+:33].[K+:34].[OH2:42]>>[CH:1]1([c:4]2[n:5][c:6]3[c:7]([F:28])[cH:8][cH:9][c:10]([O:27][CH:38]([C:37]([O:36][CH3:35])=[O:41])[CH3:39])[c:11]3[c:12]([CH3:26])[c:13]2[CH2:14][c:15]2[cH:16][cH:17][c:18](-[n:21]3[n:22][cH:23][cH:24][cH:25]3)[cH:19][cH:20]2)[CH2:2][CH2:3]1. Reactants: C1CCOC1, CCN(C(C)C)C(C)C, Clc1ccnc(Cl)n1, Cc1cc(N)n[nH]1. Yields the product Cc1cc(Nc2ccnc(Cl)n2)n[nH]1. Reaction SMILES: [CH2:25]1[O:26][CH2:27][CH2:28][CH2:29]1.[CH:16]([N:17]([CH2:18][CH3:19])[CH:20]([CH3:21])[CH3:22])([CH3:23])[CH3:24].[Cl:1][c:2]1[n:3][cH:4][cH:5][c:6]([Cl:8])[n:7]1.[NH2:9][c:10]1[n:11][nH:12][c:13]([CH3:15])[cH:14]1>>[Cl:1][c:2]1[n:3][cH:4][cH:5][c:6]([NH:9][c:10]2[n:11][nH:12][c:13]([CH3:15])[cH:14]2)[n:7]1. As a reaction SMILES: [CH3:1][O:2][C:3]1[CH:10]=[CH:9][C:8]([N+:11]([O-])=O)=[CH:7][C:4]=1[C:5]#[N:6].[Cl-].[NH4+]>CO>[C:5]([C:4]1[CH:7]=[C:8]([CH:9]=[CH:10][C:3]=1[O:2][CH3:1])[NH2:11])#[N:6] |f:1.2|. Yields the product C(#N)C=1C=C(N)C=CC1OC (3-cyano-4-methoxyaniline). Solvent: CO (methanol). The reactants are COC1=C(C#N)C=C(C=C1)[N+](=O)[O-] (2-methoxy-5-nitrobenzonitrile), [Cl-].[NH4+] (ammonium chloride), reduced iron. The yield is 66.1%. Procedure: A mixture of 2-methoxy-5-nitrobenzonitrile (14 g), ammonium chloride (5 g), the powder of reduced iron (9 g) in methanol was refluxed for 4 hours and cooled. The reaction mixture was filtered and the filtrate was poured into water. The resultant precipitates were filtered and washed with water to give 3-cyano-4-methoxyaniline (7.7 g).